Dataset: the Open Reaction Database (ORD), a public repository of structured organic reaction records. Task: describe an organic reaction: reactants, conditions, products, and yield The reactants are halide, C(CBr)Br (ethylene dibromide), [Mg] (magnesium), [Cl-].[NH4+] (ammonium chloride), solution, C1CC2=CC=CC=C2C(=O)C3=CC=CC=C31 (dibenzosuberone), CN(CCCCl)C (3-(Dimethylamino)propyl chloride). The solvent is O1CCCC1 (tetrahydrofuran), O1CCCC1 (tetrahydrofuran), O1CCCC1 (tetrahydrofuran). Yields the product CN(CCCC1(C2=C(CCC3=C1C=CC=C3)C=CC=C2)O)C (5-[3-(Dimethylamino)propyl]-10,11-dihydro-5H-dibenzo[a,d]cyclohepten-5-ol). Yield: 72.6%. RXN SMILES: [CH3:1][N:2]([CH3:7])[CH2:3][CH2:4][CH2:5]Cl.[Mg].C(Br)CBr.[CH2:13]1[C:28]2[C:23](=[CH:24][CH:25]=[CH:26][CH:27]=2)[C:21](=[O:22])[C:20]2[C:15](=[CH:16][CH:17]=[CH:18][CH:19]=2)[CH2:14]1.[Cl-].[NH4+]>O1CCCC1>[CH3:1][N:2]([CH3:7])[CH2:3][CH2:4][CH2:5][C:21]1([OH:22])[C:23]2[CH:24]=[CH:25][CH:26]=[CH:27][C:28]=2[CH2:13][CH2:14][C:15]2[CH:16]=[CH:17][CH:18]=[CH:19][C:20]1=2 |f:4.5|. Procedure: 3-(Dimethylamino)propyl chloride (110 g) is dissolved in 600 ml of tetrahydrofuran. About 10% of this solution is added to the reaction flask containing 26.4 g of magnesium and 50 ml of tetrahydrofuran. The mixture is heated to reflux and reaction is initiated with ethylene dibromide. The remaining halide is added slowly (over about 30 minutes) to control the rate of reflux. The mixture is then heated under reflux for an additional 30 minutes. After cooling in an ice bath, 100 g of dibenzosubero... RXN SMILES: [C:1](=[O:2])([O:3][CH2:4][c:5]1[cH:6][cH:7][cH:8][cH:9][cH:10]1)[NH:11][CH:12]([CH:13]([CH3:14])[CH3:15])[C:16](=[O:17])[OH:18].[C:25]([CH3:26])([CH3:27])([CH3:28])[O:29][C:30]([CH2:31][CH2:32][CH2:33][Br:34])=[O:35].[C:36](=[O:37])([OH:38])[O-:39].[CH3:19][C:20]([CH3:21])([O-:22])[CH3:23].[K+:24].[Na+:40].[O:41]=[CH:42][N:43]([CH3:44])[CH3:45]>>[C:1](=[O:2])([O:3][CH2:4][c:5]1[cH:6][cH:7][cH:8][cH:9][cH:10]1)[NH:11][CH:12]([CH:13]([CH3:14])[CH3:15])[C:16]([O:17][CH2:33][CH2:32][CH2:31][C:30]([O:29][C:25]([CH3:26])([CH3:27])[CH3:28])=[O:35])=[O:18]. Starting materials: CC(C)C(NC(=O)OCc1ccccc1)C(=O)O, CC(C)(C)OC(=O)CCCBr, O=C([O-])O, CC(C)(C)[O-], [K+], [Na+], CN(C)C=O. The product is CC(C)C(NC(=O)OCc1ccccc1)C(=O)OCCCC(=O)OC(C)(C)C. Starting materials: N#Cc1c(N)nc(Sc2ccccc2)c(C#N)c1-c1ccc2c(c1)OCCO2, CN(C)C=O, NCc1ccccn1. The product is N#Cc1c(N)nc(NCc2ccccn2)c(C#N)c1-c1ccc2c(c1)OCCO2. Reaction SMILES: [NH2:1][c:2]1[n:3][c:4]([S:22][c:23]2[cH:24][cH:25][cH:26][cH:27][cH:28]2)[c:5]([C:20]#[N:21])[c:6](-[c:10]2[cH:11][c:12]3[c:13]([cH:18][cH:19]2)[O:14][CH2:15][CH2:16][O:17]3)[c:7]1[C:8]#[N:9].[O:37]=[CH:38][N:39]([CH3:40])[CH3:41].[c:29]1([CH2:35][NH2:36])[cH:30][cH:31][cH:32][cH:33][n:34]1>>[NH2:1][c:2]1[n:3][c:4]([NH:36][CH2:35][c:29]2[cH:30][cH:31][cH:32][cH:33][n:34]2)[c:5]([C:20]#[N:21])[c:6](-[c:10]2[cH:11][c:12]3[c:13]([cH:18][cH:19]2)[O:14][CH2:15][CH2:16][O:17]3)[c:7]1[C:8]#[N:9]. The reactants are BrC1=C(C=O)C=CC=C1 (2-bromobenzaldehyde), NC1=NNC=C1 (3-aminopyrazole), O=C(CC(=O)OCC)CCC (ethyl 3-ketohexanoate). Yields the product BrC1=C(C=CC=C1)C1C=2C(NC(=C1C(=O)OCC)CCC)=NNC2 (Ethyl 4-(2-bromophenyl)-4,7-dihydro-6-propyl-2H-pyrazolo[3,4-b]pyridine-5-carboxylate). As a reaction SMILES: [Br:1][C:2]1[CH:9]=[CH:8][CH:7]=[CH:6][C:3]=1[CH:4]=O.[NH2:10][C:11]1[CH:15]=[CH:14][NH:13][N:12]=1.O=[C:17]([CH2:24][CH2:25][CH3:26])[CH2:18][C:19]([O:21][CH2:22][CH3:23])=[O:20]>>[Br:1][C:2]1[CH:9]=[CH:8][CH:7]=[CH:6][C:3]=1[CH:4]1[C:18]([C:19]([O:21][CH2:22][CH3:23])=[O:20])=[C:17]([CH2:24][CH2:25][CH3:26])[NH:10][C:11]2=[N:12][NH:13][CH:14]=[C:15]12. Reported procedure: The title compound was prepared from 2-bromobenzaldehyde, 3-aminopyrazole and ethyl 3-ketohexanoate in the same manner as in Example 25. Reactants: O=C([O-])[O-], COS(=O)(=O)OC, CC(C)=O, [K+], [K+], Oc1cc2c(cc1C=CCc1ccccc1)OCO2. Yields the product COc1cc2c(cc1C=CCc1ccccc1)OCO2. Reaction SMILES: [C:27](=[O:28])([O-:29])[O-:30].[CH3:20][O:21][S:22]([O:23][CH3:24])(=[O:25])=[O:26].[CH3:33][C:34](=[O:35])[CH3:36].[K+:31].[K+:32].[OH:1][c:2]1[c:3]([CH:4]=[CH:5][CH2:6][c:7]2[cH:8][cH:9][cH:10][cH:11][cH:12]2)[cH:13][c:14]2[c:15]([cH:16]1)[O:17][CH2:18][O:19]2>>[O:1]([c:2]1[c:3]([CH:4]=[CH:5][CH2:6][c:7]2[cH:8][cH:9][cH:10][cH:11][cH:12]2)[cH:13][c:14]2[c:15]([cH:16]1)[O:17][CH2:18][O:19]2)[CH3:20].